This data is from the Open Reaction Database (ORD), a public repository of structured organic reaction records. The task is: describe an organic reaction: reactants, conditions, products, and yield Starting materials: CCOC(C)=O, COC(=O)C1CN(C)CCC1c1ccccc1C, [Na+], C1CCOC1, [OH-], O. Yields the product Cc1ccccc1C1CCN(C)CC1CO. RXN SMILES: [CH3:27][CH2:28][O:29][C:30](=[O:31])[CH3:32].[CH3:6][N:7]1[CH2:8][CH:9]([C:20](=[O:21])[O:22][CH3:23])[CH:10]([c:13]2[c:14]([CH3:19])[cH:15][cH:16][cH:17][cH:18]2)[CH2:11][CH2:12]1.[Na+:26].[O:1]1[CH2:2][CH2:3][CH2:4][CH2:5]1.[OH-:25].[OH2:24]>>[CH3:6][N:7]1[CH2:8][CH:9]([CH2:20][OH:21])[CH:10]([c:13]2[c:14]([CH3:19])[cH:15][cH:16][cH:17][cH:18]2)[CH2:11][CH2:12]1. The product is FC=1C=CC2=C(C(=CC3=C(S2)C=CC(=C3)C)N3CCN(CC3)C)C1 (1-(8-fluoro-2-methyl-dibenzo[b,f]thiepin-10-yl)-4-methyl-piperazine). Run in C1=CC=CC=C1 (benzene), C1=CC=CC=C1 (benzene). The reactants are FC=1C=CC2=C(C(CC3=C(S2)C=CC(=C3)C)=O)C1 (8-fluoro-2-methyl-dibenzo[b,f]thiepin-10(11H)one), CN1CCNCC1 (methylpiperazine), C([O-])(O)=O.[Na+] (sodium bicarbonate), O (water). The reagents and catalysts are [Ti](Cl)(Cl)(Cl)Cl (titanium tetrachloride). RXN SMILES: [F:1][C:2]1[CH:3]=[CH:4][C:5]2[S:11][C:10]3[CH:12]=[CH:13][C:14]([CH3:16])=[CH:15][C:9]=3[CH2:8][C:7](=O)[C:6]=2[CH:18]=1.[CH3:19][N:20]1[CH2:25][CH2:24][NH:23][CH2:22][CH2:21]1.C(=O)(O)[O-].[Na+].O>C1C=CC=CC=1.[Ti](Cl)(Cl)(Cl)Cl>[F:1][C:2]1[CH:3]=[CH:4][C:5]2[S:11][C:10]3[CH:12]=[CH:13][C:14]([CH3:16])=[CH:15][C:9]=3[CH:8]=[C:7]([N:23]3[CH2:24][CH2:25][N:20]([CH3:19])[CH2:21][CH2:22]3)[C:6]=2[CH:18]=1 |f:2.3|. Reported procedure: 18 g of 8-fluoro-2-methyl-dibenzo[b,f]thiepin-10(11H)one in 140 ml of absolute benzene are together with 33.2 ml of N methylpiperazine within 1/2 hour at 20°-25° treated with a solution of 5.8 ml of titanium tetrachloride in 40 ml of absolute benzene. The reaction mixture is subsequently heated for 20 hours under reflux conditions. The reaction mixture is poured, with vigorous stirring, into a mixture of 40 ml of saturated aqueous sodium bicarbonate solution and 120 ml of water, subsequently fil...